This data is from the Open Reaction Database (ORD), a public repository of structured organic reaction records. The task is: describe an organic reaction: reactants, conditions, products, and yield Reactants: C(C1=CC=CC=C1)OC1=C(N)C=CC(=C1)OC1=CC=C(C=C1)S(=O)(=O)C (2-(Benzyloxy)-4-[4-(methylsulfonyl)phenoxy]aniline), N(=O)[O-].[Na+] (Sodium nitrite), CC(C(=O)OCC)C(C)=O (ethyl 2-methyl-3-oxobutanoate), [OH-].[K+] (potassium hydroxide), Cl (hydrochloric acid). Solvent: C(C)O (ethanol), O (water), C(C)#N (acetonitrile), O (water), C(C)O (ethanol), O (water), C(C)O (ethanol). Run at temperature -5 celsius, time 30 minute. The product is C(C1=CC=CC=C1)OC1=C(C=CC(=C1)OC1=CC=C(C=C1)S(=O)(=O)C)N\N=C(\C(=O)OCC)/C (Ethyl (2E)-2-({2-(benzyloxy)-4-[4-(methylsulfonyl)phenoxy]phenyl}hydrazono)propanoate). Yield: 91.0%. As a reaction SMILES: [CH2:1]([O:8][C:9]1[CH:15]=[C:14]([O:16][C:17]2[CH:22]=[CH:21][C:20]([S:23]([CH3:26])(=[O:25])=[O:24])=[CH:19][CH:18]=2)[CH:13]=[CH:12][C:10]=1[NH2:11])[C:2]1[CH:7]=[CH:6][CH:5]=[CH:4][CH:3]=1.Cl.[N:28]([O-])=O.[Na+].[CH3:32][CH:33](C(=O)C)[C:34]([O:36][CH2:37][CH3:38])=[O:35].[OH-].[K+]>O.C(O)C.C(#N)C>[CH2:1]([O:8][C:9]1[CH:15]=[C:14]([O:16][C:17]2[CH:22]=[CH:21][C:20]([S:23]([CH3:26])(=[O:25])=[O:24])=[CH:19][CH:18]=2)[CH:13]=[CH:12][C:10]=1[NH:11]/[N:28]=[C:33](\[CH3:32])/[C:34]([O:36][CH2:37][CH3:38])=[O:35])[C:2]1[CH:3]=[CH:4][CH:5]=[CH:6][CH:7]=1 |f:2.3,5.6|. Procedure details: 2-(Benzyloxy)-4-[4-(methylsulfonyl)phenoxy]aniline (43.8 g) was suspended in a mixed solvent of acetonitrile(50 mL)-ethanol (400 mL), and concentrated hydrochloric acid (25 mL) was added at 10° C. Moreover, ethanol (100 mL) was added. Sodium nitrite (9.8 g) dissolved in water (16 mL) was added dropwise at −5 to 0° C., and the mixture was stirred at −5° C. for 30 min. To the reaction mixture was added water (100 mL), and the mixture was added dropwise to a mixture of ethyl 2-methyl-3-oxobutanoate...